This data is from the Open Reaction Database (ORD), a public repository of structured organic reaction records. The task is: describe an organic reaction: reactants, conditions, products, and yield Starting materials: [OH-].[K+] (KOH), Teflon, C(CCC)C1=CC=C(C=C1)Cl (4-n-butylchlorobenzene), NC1=CC=C(C(=O)O)C=C1 (4-amino-benzoic acid), aryl chloride. Reagents/catalysts: C=1C=CC(=CC1)/C=C/C(=O)/C=C/C2=CC=CC=C2.C=1C=CC(=CC1)/C=C/C(=O)/C=C/C2=CC=CC=C2.C=1C=CC(=CC1)/C=C/C(=O)/C=C/C2=CC=CC=C2.[Pd].[Pd] (Pd2 dba3), CC1=CC=C(C=C1)C(C(C(C)C)=O)C1=CC=C(C=C1)C (1,1-Bis(4-methylphenyl)-3-methyl-2-butanone). Solvent: CC(C)(C)O (t-BuOH), CC(C)(C)O (t-BuOH). Reaction conditions: temperature 100 celsius. Product: C(CCC)C1=CC=C(C=C1)NC1=CC=C(C(=O)O)C=C1 (4-(4-Butyl-phenylamino)-benzoic acid). Yield: 92.1%. RXN SMILES: [OH-].[K+].[NH2:3][C:4]1[CH:12]=[CH:11][C:7]([C:8]([OH:10])=[O:9])=[CH:6][CH:5]=1.[CH2:13]([C:17]1[CH:22]=[CH:21][C:20](Cl)=[CH:19][CH:18]=1)[CH2:14][CH2:15][CH3:16]>C1C=CC(/C=C/C(/C=C/C2C=CC=CC=2)=O)=CC=1.C1C=CC(/C=C/C(/C=C/C2C=CC=CC=2)=O)=CC=1.C1C=CC(/C=C/C(/C=C/C2C=CC=CC=2)=O)=CC=1.[Pd].[Pd].CC1C=CC(C(C2C=CC(C)=CC=2)C(=O)C(C)C)=CC=1.CC(O)(C)C>[CH2:13]([C:17]1[CH:22]=[CH:21][C:20]([NH:3][C:4]2[CH:12]=[CH:11][C:7]([C:8]([OH:10])=[O:9])=[CH:6][CH:5]=2)=[CH:19][CH:18]=1)[CH2:14][CH2:15][CH3:16] |f:0.1,4.5.6.7.8|. Procedure: An oven-dried resealable Schlenk flask was evacuated and backfilled with argon. The flask was charged with Pd2 dba3 (9.2 mg, 0.01 mmol, 2 mol % Pd), Ligand 1 (19 mg, 0.04 mmol, 4 mol %), pulverized KOH (168 mg, 3.0 mmol), and 4-amino-benzoic acid (165 mg, 1.2 mmol). The flask was evacuated and backfilled with argon (3×) and then capped with a rubber septum. To the flask was added t-BuOH (2.0 mL), 4-n-butylchlorobenzene (168 mg, 1.0 mmol) and t-BuOH (0.5 mL). The septum was replaced with a Teflon...